Dataset: the Open Reaction Database (ORD), a public repository of structured organic reaction records. Task: describe an organic reaction: reactants, conditions, products, and yield Procedure details: 250 mg (1.12 mmol) of 5,6-difluoro-2-methyl-4-oxo-4H-chromene-8-carbaldehyde, 0.14 ml (1.34 mmol) of 2,4-pentanedione and 212.1 mg (1.12 mmol) of para-toluenesulfonic acid are heated in 100 ml of toluene under reflux with a water trap for 10 h. After cooling, 100 ml of ethyl acetate are added, and the reaction mixture is washed with water and with brine. Drying of the organic phase and concentration result in 269.7 mg (79% of theory) of the title compound as beige-coloured crystals. Reaction SMILES: [F:1][C:2]1[C:11]([F:12])=[CH:10][C:9]([CH:13]=O)=[C:8]2[C:3]=1[C:4](=[O:16])[CH:5]=[C:6]([CH3:15])[O:7]2.[CH3:17][C:18](=[O:23])[CH2:19][C:20](=[O:22])[CH3:21].C1(C)C=CC(S(O)(=O)=O)=CC=1.C(OCC)(=O)C>C1(C)C=CC=CC=1>[F:1][C:2]1[C:11]([F:12])=[CH:10][C:9]([CH:13]=[C:19]([C:18](=[O:23])[CH3:17])[C:20](=[O:22])[CH3:21])=[C:8]2[C:3]=1[C:4](=[O:16])[CH:5]=[C:6]([CH3:15])[O:7]2. Solvent: C1(=CC=CC=C1)C (toluene). The product is FC1=C2C(C=C(OC2=C(C=C1F)C=C(C(C)=O)C(C)=O)C)=O (3-[(5,6-Difluoro-2-methyl-4-oxo-4H-chromen-8-yl)methylene]pentane-2,4-dione). The reactants are C(C)(=O)OCC (ethyl acetate), FC1=C2C(C=C(OC2=C(C=C1F)C=O)C)=O (5,6-difluoro-2-methyl-4-oxo-4H-chromene-8-carbaldehyde), CC(CC(C)=O)=O (2,4-pentanedione), C1(=CC=C(C=C1)S(=O)(=O)O)C (para-toluenesulfonic acid). Starting materials: [N+](=O)([O-])C1=CC=C(C=C1)COC(=O)NC1=CC2=C(C(CCN(C2)C(NCCCC2=CC=C3C(=N2)NCCC3)=O)CC(=O)OC)C=C1 (methyl 2-(8-{[(4-nitro phenyl)methoxy]carbonylamino}-2-[N-(3-(1,2,3,4-tetrahydropyridino[2,3-b]pyridin-7-yl)propyl) carbamoyl]-1H,3H,4H,5H-benzo[e]azepin-5-yl)acetate). The reagents and catalysts are [Pd] (Pd/C). Solvent: C(C)O (ethanol). Reaction conditions: time 4 hour. The product is C(=O)=NC1=CC2=C(C(CCN(C2)C(NCCCC2=CC=C3C(=N2)NCCC3)=O)CC(=O)OC)C=C1 (Methyl 2-{8-carbonylamino-2-[N-(3-(1,2,3,4-tetrahydropyridino[2,3-b]pyridin-7-yl)propyl) carbamoyl]-1H,3H,4H,5H-benzo[e]azepin-5-yl}acetate). Reaction SMILES: [N+](C1C=CC(C[O:11][C:12]([NH:14][C:15]2[CH:46]=[CH:45][C:18]3[CH:19]([CH2:40][C:41]([O:43][CH3:44])=[O:42])[CH2:20][CH2:21][N:22]([C:24](=[O:39])[NH:25][CH2:26][CH2:27][CH2:28][C:29]4[N:34]=[C:33]5[NH:35][CH2:36][CH2:37][CH2:38][C:32]5=[CH:31][CH:30]=4)[CH2:23][C:17]=3[CH:16]=2)=O)=CC=1)([O-])=O>C(O)C.[Pd]>[C:12](=[N:14][C:15]1[CH:46]=[CH:45][C:18]2[CH:19]([CH2:40][C:41]([O:43][CH3:44])=[O:42])[CH2:20][CH2:21][N:22]([C:24](=[O:39])[NH:25][CH2:26][CH2:27][CH2:28][C:29]3[N:34]=[C:33]4[NH:35][CH2:36][CH2:37][CH2:38][C:32]4=[CH:31][CH:30]=3)[CH2:23][C:17]=2[CH:16]=1)=[O:11]. Reported procedure: To a stirring solution of methyl 2-(8-{[(4-nitro phenyl)methoxy]carbonylamino}-2-[N-(3-(1,2,3,4-tetrahydropyridino[2,3-b]pyridin-7-yl)propyl) carbamoyl]-1H,3H,4H,5H-benzo[e]azepin-5-yl)acetate in ethanol (0.05 M) at room temperature was added 10% Pd/C (0.10M). After stirring 4 hr, under hydrogen, at balloon pressure, the reaction mixture was filtered through celite. The reaction solvent was removed by rotary evaporation. The residue was purified by flash chromatography (50% EtOAc/Hexane). EI-MS ... Procedure: Diethyl [1-{(2-chlorophenyl)methyl}-2-propylthio-1H-imidazol-5-yl]malonate was converted to 2-[1-{(2-chlorophenyl)methyl}-2-propylthio-1H-imidazol-5-yl]acetic acid by the method described in Example 15. The methyl ester was prepared in methanol/hydrochloric acid to give methyl 2-[1-{(2-chlorophenyl)methyl}-2-propylthio-1H-imidazol-5-yl]acetate hydro-chloride; mp 158°-159° C. The solvent is CO.Cl (methanol hydrochloric acid). The product is methyl ester, Cl.ClC1=C(C=CC=C1)CN1C(=NC=C1CC(=O)OC)SCCC (methyl 2-[1-{(2-chlorophenyl)methyl}-2-propylthio-1H-imidazol-5-yl]acetate hydro-chloride). RXN SMILES: [Cl:1][C:2]1[CH:7]=[CH:6][CH:5]=[CH:4][C:3]=1[CH2:8][N:9]1[C:13]([CH:14](C(OCC)=O)[C:15]([O:17][CH2:18]C)=[O:16])=[CH:12][N:11]=[C:10]1[S:25][CH2:26][CH2:27][CH3:28].ClC1C=CC=CC=1CN1C(CC(O)=O)=CN=C1SCCC>CO.Cl>[ClH:1].[Cl:1][C:2]1[CH:7]=[CH:6][CH:5]=[CH:4][C:3]=1[CH2:8][N:9]1[C:13]([CH2:14][C:15]([O:17][CH3:18])=[O:16])=[CH:12][N:11]=[C:10]1[S:25][CH2:26][CH2:27][CH3:28] |f:2.3,4.5|. Starting materials: ClC1=C(C=CC=C1)CN1C(=NC=C1C(C(=O)OCC)C(=O)OCC)SCCC (Diethyl [1-{(2-chlorophenyl)methyl}-2-propylthio-1H-imidazol-5-yl]malonate), ClC1=C(C=CC=C1)CN1C(=NC=C1CC(=O)O)SCCC (2-[1-{(2-chlorophenyl)methyl}-2-propylthio-1H-imidazol-5-yl]acetic acid). Starting materials: Cc1ccc(S(=O)(=O)NCc2ccccc2)cc1Nc1cnc(Nc2ccc(S(=O)(=O)NCCN3CCCC3)cc2)nc1, [Na+], [OH-], O=S(=O)(O)O. Yields the product Cc1ccc(S(N)(=O)=O)cc1Nc1cnc(Nc2ccc(S(=O)(=O)NCCN3CCCC3)cc2)nc1. RXN SMILES: [CH2:1]([c:2]1[cH:3][cH:4][cH:5][cH:6][cH:7]1)[NH:8][S:9](=[O:10])(=[O:11])[c:12]1[cH:13][c:14]([NH:19][c:20]2[cH:21][n:22][c:23]([NH:26][c:27]3[cH:28][cH:29][c:30]([S:33]([NH:34][CH2:35][CH2:36][N:37]4[CH2:38][CH2:39][CH2:40][CH2:41]4)(=[O:42])=[O:43])[cH:31][cH:32]3)[n:24][cH:25]2)[c:15]([CH3:18])[cH:16][cH:17]1.[Na+:45].[OH-:44].[S:46](=[O:47])(=[O:48])([OH:49])[OH:50]>>[NH2:8][S:9](=[O:10])(=[O:11])[c:12]1[cH:13][c:14]([NH:19][c:20]2[cH:21][n:22][c:23]([NH:26][c:27]3[cH:28][cH:29][c:30]([S:33]([NH:34][CH2:35][CH2:36][N:37]4[CH2:38][CH2:39][CH2:40][CH2:41]4)(=[O:42])=[O:43])[cH:31][cH:32]3)[n:24][cH:25]2)[c:15]([CH3:18])[cH:16][cH:17]1. Reactants: C(C)(C)(C)C=1N=C(C=2C(N1)=NN(N2)CC)N2CC(CC2)(F)F (5-tert-Butyl-7-(3,3-difluoro-pyrrolidin-1-yl)-2-ethyl-2H-[1,2,3]triazolo[4,5-d]pyrimidine), C(C)(C)(C)C=1N=C(C2=C(N1)NN=N2)N2CC(CC2)(F)F (5-tert-butyl-7-(3,3-difluoropyrrolidin-1-yl)-3H-[1,2,3]triazolo[4,5-d]pyrimidine), ClCC1=C(C=CC=C1)OC (1-(chloromethyl)-2-methoxybenzene). Product: C(C)(C)(C)C=1N=C(C=2C(N1)=NN(N2)CC2=C(C=CC=C2)OC)N2CC(CC2)(F)F (5-tert-Butyl-7-(3,3-difluoro-pyrrolidin-1-yl)-2-(2-methoxy-benzyl)-2H-[1,2,3]triazolo[4,5-d]pyrimidine), gum. Yield: 40.0%. RXN SMILES: [C:1]([C:5]1[N:6]=[C:7]([N:16]2[CH2:20][CH2:19][C:18]([F:22])([F:21])[CH2:17]2)[C:8]2[C:9](=[N:11][N:12]([CH2:14][CH3:15])[N:13]=2)[N:10]=1)([CH3:4])([CH3:3])[CH3:2].C(C1N=C(N2CCC(F)(F)C2)C2N=NNC=2N=1)(C)(C)C.ClC[C:45]1[CH:50]=[CH:49][CH:48]=C[C:46]=1[O:51][CH3:52]>>[C:1]([C:5]1[N:6]=[C:7]([N:16]2[CH2:20][CH2:19][C:18]([F:21])([F:22])[CH2:17]2)[C:8]2[C:9](=[N:11][N:12]([CH2:14][C:15]3[CH:48]=[CH:49][CH:50]=[CH:45][C:46]=3[O:51][CH3:52])[N:13]=2)[N:10]=1)([CH3:2])([CH3:3])[CH3:4]. Procedure: In analogy to the procedure described for the synthesis of 5-tert-butyl-7-(3,3-difluoro-pyrrolidin-1-yl)-2-ethyl-2H-[1,2,3]triazolo[4,5-d]pyrimidine (example 3, step b), the title compound was prepared from 5-tert-butyl-7-(3,3-difluoropyrrolidin-1-yl)-3H-[1,2,3]triazolo[4,5-d]pyrimidine and 1-(chloromethyl)-2-methoxybenzene and isolated as colorless gum (6.6 mg, 40%). MS (m/e): 403.4 (MH+).